Dataset: the Open Reaction Database (ORD), a public repository of structured organic reaction records. Task: describe an organic reaction: reactants, conditions, products, and yield The reactants are CC1=CC=C(S1)S(=O)(=O)Cl (5-methyl-2-thienylsulfonyl chloride), S(O)(O)(=O)=O (sulfuric acid), [N+](=O)(O)[O-] (nitric acid), ice water. Conditions: temperature 25 celsius, time 8 hour. Yields the product CC1=C(C=C(S1)SCl)[N+](=O)[O-] (5-methyl-4-nitro-2-thienylsulfenyl chloride). RXN SMILES: [CH3:1][C:2]1[S:6][C:5]([S:7]([Cl:10])(=O)=O)=[CH:4][CH:3]=1.S(=O)(=O)(O)O.[N+:16]([O-])([OH:18])=[O:17]>>[CH3:1][C:2]1[S:6][C:5]([S:7][Cl:10])=[CH:4][C:3]=1[N+:16]([O-:18])=[O:17]. Reported procedure: A 25.2 g (0.1 mcl) sample of 5-methyl-2-thienylsulfonyl chloride was added slowly to a solution of 100 cc concentrated sulfuric acid and 100 cc concentrated nitric acid. The resulting mixture was allowed to stir overnight at about 25° C. The reaction mixture was then added to ice water and filtered to give the 5-methyl-4-nitro-2-thienylsulfenyl chloride product.